Dataset: the Open Reaction Database (ORD), a public repository of structured organic reaction records. Task: describe an organic reaction: reactants, conditions, products, and yield Starting materials: C(=O)C=1N(C=CC1)C=1C=C(C(=O)OC)C=CC1 (methyl 3-(2-formylpyrrol-1-yl)benzoate), C1(=CC=CC=C1)P(C1=CC=CC=C1)(C1=CC=CC=C1)=CC(=O)OCC1=CC=CC=C1 (benzyl (triphenylphosphoranylidene)acetate). The solvent is O1CCCC1 (tetrahydrofuran). Product: C(C1=CC=CC=C1)OC(=O)/C=C/C=1N(C=CC1)C=1C=C(C(=O)OC)C=CC1 (methyl 3-[2-((E)-2-benzyloxycarbonylethenyl)pyrrol-1-yl)benzoate). Isolated yield 48.8%. As a reaction SMILES: [CH:1]([C:3]1[N:4]([C:8]2[CH:9]=[C:10]([CH:15]=[CH:16][CH:17]=2)[C:11]([O:13][CH3:14])=[O:12])[CH:5]=[CH:6][CH:7]=1)=O.C1(P(=[CH:37][C:38]([O:40][CH2:41][C:42]2[CH:47]=[CH:46][CH:45]=[CH:44][CH:43]=2)=[O:39])(C2C=CC=CC=2)C2C=CC=CC=2)C=CC=CC=1>O1CCCC1>[CH2:41]([O:40][C:38](/[CH:37]=[CH:1]/[C:3]1[N:4]([C:8]2[CH:9]=[C:10]([CH:15]=[CH:16][CH:17]=2)[C:11]([O:13][CH3:14])=[O:12])[CH:5]=[CH:6][CH:7]=1)=[O:39])[C:42]1[CH:47]=[CH:46][CH:45]=[CH:44][CH:43]=1. Procedure details: The solution of methyl 3-(2-formylpyrrol-1-yl)benzoate (1.0 g) and benzyl (triphenylphosphoranylidene)acetate (1.8 g) in tetrahydrofuran (10 ml) were heated under reflux for 30 hours. After evaporating the solvent, the residue was purified by column chromatography on silica gel eluting with toluene. The fractions containing the desired product were collected and evaporated in vacuo to give methyl 3-[2-((E)-2-benzyloxycarbonylethenyl)pyrrol-1-yl)benzoate (0.77 g) as an oil. Starting materials: C(C)(=O)C1=CC=CC=C1 (acetophenone), [Li+].C[Si](C)(C)[N-][Si](C)(C)C (LiHMDS), O.NN (hydrazine hydrate), C(#N)CCC(=O)Cl (3-cyanopropanoyl chloride). Solvent: C1(=CC=CC=C1)C (toluene), CCO (EtOH), CC(=O)O (AcOH). Run at time 5 minute. Product: C1(=CC=CC=C1)C1=NNC(=C1)CCC#N (3-(3-Phenyl-1H-pyrazol-5-yl)propanenitrile). The yield is 30.5%. Reaction SMILES: [C:1]([C:4]1[CH:9]=[CH:8][CH:7]=[CH:6][CH:5]=1)(=O)[CH3:2].[Li+].C[Si]([N-][Si](C)(C)C)(C)C.[C:20]([CH2:22][CH2:23][C:24](Cl)=O)#[N:21].O.[NH2:28][NH2:29]>C1(C)C=CC=CC=1.CCO.CC(O)=O>[C:4]1([C:1]2[CH:2]=[C:24]([CH2:23][CH2:22][C:20]#[N:21])[NH:29][N:28]=2)[CH:9]=[CH:8][CH:7]=[CH:6][CH:5]=1 |f:1.2,4.5|. Procedure: To a solution of acetophenone (5.0 g, 41.6 mmol) in dry toluene (10 mL) was added LiHMDS (1.0 M in toluene) via syringe at 0° C. under argon. The reaction was allowed to stir at that temperature for 5 min and 3-cyanopropanoyl chloride (4.89 g, 41.6 mmol) was added via syringe in one portion. The ice bath was removed and AcOH (glacial, 5 mL), EtOH (100 mL), and hydrazine hydrate (6.25 g, 125 mmol) were added. The mixture was brought to reflux for 16 h. After cooled to room temperature, the reacti...